From a dataset of the Open Reaction Database (ORD), a public repository of structured organic reaction records. describe an organic reaction: reactants, conditions, products, and yield Starting materials: C(C1=CC=CC=C1)(=O)C1=CNC2=C(C=CC=C12)N1CCN(CC1)C(C(F)(F)F)=O (1-[4-(3-benzoyl-1H-indol-7-yl)-piperazin-1-yl]-2,2,2-trifluoro-ethanone), [BH4-].[Na+] (NaBH4), CCOC(=O)C.O (EtOAc H2O). Run in C(C)(C)O (isopropanol). Yields the product C(C1=CC=CC=C1)C1=CNC2=C(C=CC=C12)N1CCNCC1 (3-benzyl-7-piperazin-1-yl-1H-indole). Isolated yield 126.5%. Reaction SMILES: [C:1]([C:9]1[C:17]2[C:12](=[C:13]([N:18]3[CH2:23][CH2:22][N:21](C(=O)C(F)(F)F)[CH2:20][CH2:19]3)[CH:14]=[CH:15][CH:16]=2)[NH:11][CH:10]=1)(=O)[C:2]1[CH:7]=[CH:6][CH:5]=[CH:4][CH:3]=1.[BH4-].[Na+].CCOC(C)=O.O>C(O)(C)C>[CH2:1]([C:9]1[C:17]2[C:12](=[C:13]([N:18]3[CH2:23][CH2:22][NH:21][CH2:20][CH2:19]3)[CH:14]=[CH:15][CH:16]=2)[NH:11][CH:10]=1)[C:2]1[CH:3]=[CH:4][CH:5]=[CH:6][CH:7]=1 |f:1.2,3.4|. Procedure details: To a solution of 1-[4-(3-benzoyl-1H-indol-7-yl)-piperazin-1-yl]-2,2,2-trifluoro-ethanone (638 mg, 1.59 mmol) in isopropanol (30 ml) was added NaBH4 (0.12 g, 3.17 mmol). After heating at reflux for 3 days, the reaction mixture was allowed to cool to room temperature and poured into a mixture of EtOAc/H2O. The organic layer was separated and washed with water and brine. After drying over MgSO4, the organic fraction was concentrated in vacuo to give crude 3-benzyl-7-piperazin-1-yl-1H-indole as an o... Product: COP(=O)(CC(=O)c1cccnc1)OC. Starting materials: COC(=O)c1cccnc1, [Li]CCCC, COP(C)(=O)OC, CCCCCC, C1CCOC1, O. RXN SMILES: [C:13]([c:14]1[cH:15][n:16][cH:17][cH:18][cH:19]1)(=[O:20])[O:21][CH3:22].[CH2:8]([Li:9])[CH2:10][CH2:11][CH3:12].[CH3:1][P:2]([O:3][CH3:4])([O:5][CH3:6])=[O:7].[CH3:29][CH2:30][CH2:31][CH2:32][CH2:33][CH3:34].[O:24]1[CH2:25][CH2:26][CH2:27][CH2:28]1.[OH2:23]>>[CH2:1]([P:2]([O:3][CH3:4])([O:5][CH3:6])=[O:7])[C:13]([c:14]1[cH:15][n:16][cH:17][cH:18][cH:19]1)=[O:20]. Reactants: COC1=CC=C(C=C1)C1CCC=2NC=3C=CC=CC3C21 (1,2,3,4-tetrahydro-1-(4-methoxyphenyl)-cyclopent[b]indole), COC1=CC=C(C=C1)C1CC(CC1)=O (3-(4-methoxyphenyl)-1-cyclopentanone), Cl.C1(=CC=CC=C1)NN (phenyl hydrazine hydrochloride). The solvent is C(C)(=O)O (acetic acid). Conditions: time 1 hour. Yields the product COC1=CC=C(C=C1)C1CC2=C(NC=3C=CC=CC23)C1 (1,2,3,4-Tetrahydro-2-(4-Methoxyphenyl)Cyclopent[b]Indole). As a reaction SMILES: [CH3:1][O:2][C:3]1[CH:8]=[CH:7][C:6]([CH:9]2[CH2:13][CH2:12][C:11](=O)[CH2:10]2)=[CH:5][CH:4]=1.Cl.[C:16]1([NH:22]N)[CH:21]=[CH:20][CH:19]=[CH:18][CH:17]=1.COC1C=CC(C2C3C4C=CC=CC=4NC=3CC2)=CC=1>C(O)(=O)C>[CH3:1][O:2][C:3]1[CH:8]=[CH:7][C:6]([CH:9]2[CH2:13][C:12]3[NH:22][C:16]4[CH:17]=[CH:18][CH:19]=[CH:20][C:21]=4[C:11]=3[CH2:10]2)=[CH:5][CH:4]=1 |f:1.2|. Reported procedure: A mixture of 3-(4-methoxyphenyl)-1-cyclopentanone (15.22 g) and phenyl hydrazine hydrochloride (11.57 g) in glacial acetic acid (112 ml) under nitrogen was stirred magnetically and slowly heated to 90° with a heating mantle. A white precipitate, which formed at approximately 60°, dissolved to give a red solution as the temperature rose exothermically to 110°. As soon as the solid had dissolved, the heating mantle was removed and the temperature allowed to return to 90° for 1 hr. The cooled solut... Starting materials: O1C2=C(OCC1)C=C(C=C2)C(C(=O)OC)OC (methyl 2-(2,3-dihydrobenzo[b][1,4]dioxin-6-yl)-2-methoxyacetate), O.NN (hydrazine hydrate). Solvent: CCO (EtOH). Run at temperature 90 celsius, time 24 hour. Product: O1C2=C(OCC1)C=C(C=C2)C(C(=O)NN)OC (2-(2,3-Dihydrobenzo[b][1,4]dioxin-6-yl)-2-methoxyacetohydrazide). Yield: 80.3%. RXN SMILES: [O:1]1[CH2:6][CH2:5][O:4][C:3]2[CH:7]=[C:8]([CH:11]([O:16][CH3:17])[C:12](OC)=[O:13])[CH:9]=[CH:10][C:2]1=2.O.[NH2:19][NH2:20]>CCO>[O:1]1[CH2:6][CH2:5][O:4][C:3]2[CH:7]=[C:8]([CH:11]([O:16][CH3:17])[C:12]([NH:19][NH2:20])=[O:13])[CH:9]=[CH:10][C:2]1=2 |f:1.2|. Procedure details: To a stirred solution of methyl 2-(2,3-dihydrobenzo[b][1,4]dioxin-6-yl)-2-methoxyacetate (18.3 mmol) in anhydrous EtOH (150 mL) was added hydrazine hydrate (73.2 mmol, 4 eq) and heated to 90° C. Stirring was then continued for 24 hours. The reaction mixture was then cooled and the solvents removed under reduced pressure. The crude oil was diluted with EtOAc and washed with H2O and the organic phase dried over Na2SO4, filtered, and the solvents removed under reduced pressure to yield a yellow oil... Reactants: C1(C=2C(C(N1CCCC=O)=O)=CC=CC2)=O (4-Phthalimidobutanal), COC(C=P(C1=CC=CC=C1)(C1=CC=CC=C1)C1=CC=CC=C1)=O (methyl(triphenylphosphoranylidene)acetate). Solvent: C(Cl)Cl (CH2Cl2), C(Cl)Cl (CH2Cl2). Yields the product COC(C=CCCCN1C(C=2C(C1=O)=CC=CC2)=O)=O (methyl-6-phtalimidohex-2-enoate). Yield: 95.8%. Reaction SMILES: [C:1]1(=[O:16])[N:5]([CH2:6][CH2:7][CH2:8][CH:9]=O)[C:4](=[O:11])[C:3]2=[CH:12][CH:13]=[CH:14][CH:15]=[C:2]12.[CH3:17][O:18][C:19](=[O:40])[CH:20]=P(C1C=CC=CC=1)(C1C=CC=CC=1)C1C=CC=CC=1>C(Cl)Cl>[CH3:17][O:18][C:19](=[O:40])[CH:20]=[CH:9][CH2:8][CH2:7][CH2:6][N:5]1[C:4](=[O:11])[C:3]2=[CH:12][CH:13]=[CH:14][CH:15]=[C:2]2[C:1]1=[O:16]. Procedure: 4-Phthalimidobutanal (120.9 g, 556 mmol) was then dissolved in 600 ml of CH2Cl2 and treated with methyl(triphenylphosphoranylidene)acetate (186 g, 556 mmol) in 600 ml of CH2Cl2. After 1 h the mixture was concentrated in vacuo and chromatographed in seven equal portions (Merck Kieselgel 60; 7×14 cm column; eluent 30% ethyl acetate in hexane) to give 145.6 g (96%) of methyl-6-phtalimidohex-2-enoate as a white solid.